Dataset: the Open Reaction Database (ORD), a public repository of structured organic reaction records. Task: describe an organic reaction: reactants, conditions, products, and yield Reactants: [Cl-].O[NH3+] (hydroxylammonium chloride), N1=CC=CC=C1 (pyridine), FC(C(=O)C1=CC=C(C=C1)OCCCCCCCCCCCCCCCC)(F)F (2,2,2-trifluoro-1-(4-hexadecyloxyphenyl)-ethanone). Run in C(C)O (ethanol). Yields the product FC(C(=NO)C1=CC=C(C=C1)OCCCCCCCCCCCCCCCC)(F)F (2,2,2-trifluoro-1-(4-hexadecyloxyphenyl)-ethanone oxime). The yield is 48.3%. RXN SMILES: [F:1][C:2]([F:29])([F:28])[C:3]([C:5]1[CH:10]=[CH:9][C:8]([O:11][CH2:12][CH2:13][CH2:14][CH2:15][CH2:16][CH2:17][CH2:18][CH2:19][CH2:20][CH2:21][CH2:22][CH2:23][CH2:24][CH2:25][CH2:26][CH3:27])=[CH:7][CH:6]=1)=O.[Cl-].[OH:31][NH3+:32].N1C=CC=CC=1>C(O)C>[F:1][C:2]([F:29])([F:28])[C:3]([C:5]1[CH:10]=[CH:9][C:8]([O:11][CH2:12][CH2:13][CH2:14][CH2:15][CH2:16][CH2:17][CH2:18][CH2:19][CH2:20][CH2:21][CH2:22][CH2:23][CH2:24][CH2:25][CH2:26][CH3:27])=[CH:7][CH:6]=1)=[N:32][OH:31] |f:1.2|. Procedure: 27 g (65.1 mmol) of 2,2,2-trifluoro-1-(4-hexadecyloxyphenyl)-ethanone are dissolved in 100 ml of ethanol. To the solution are added 4.5 g (65.1 mmol) of hydroxylammonium chloride and 12.9 g (163 mmol) of pyridine. The reaction mixture is refluxed for 4 hours, and the solvent is distilled off by a rotary evaporator. The residue is poured into water, and extracted with ethyl acetate. The organic phase is washed with potassium hydrogen sulfate aqueous solution, water, and brine, dried over MgSO4, a... The reactants are CC1(OB(C2=CC=C3N=CC=CC3=C2)OC1(C)C)C, BrC1=C(C)C=CC2=C1C=NN2C3CCCCO3. Reagents/catalysts: CC(C)(C)c1ccc(cc1)c2ccc(cc2)C(C)(C)C, CC(C)(C)P(C(C)(C)C)C(C)(C)C, CC(=O)[O-].CC(=O)[O-].[Pd+2]. Run in O, O=CN(C)C, CCC1=CC(CC)=CC=C1, CO, O, Cc1ccccc1, CCc1cc(CC)cc(CC)c1. Run at temperature 100 celsius, pressure 100 bar, time 1 minute. Product: CC(C=C1)=C(C2=CC=C(N=CC=C3)C3=C2)C4=C1N(C5OCCCC5)N=C4. Isolated yield 24.8%.